This data is from the Open Reaction Database (ORD), a public repository of structured organic reaction records. The task is: describe an organic reaction: reactants, conditions, products, and yield Starting materials: CC1=C(N=C(O1)C1=CC=CC=C1)COC1=CC=C(CC=2OC(=C(N2)CCC(=O)OC)C2=CC=CC=C2)C=C1 (methyl 3-[2-[4-(5-methyl-2-phenyl-4-oxazolylmethoxy)benzyl]-5-phenyl-4-oxazolyl]propionate), O.[OH-].[Li+] (lithium hydroxide hydrate), O1CCCC1 (tetrahydrofuran), Cl (Hydrochloric acid). The solvent is CO (methanol), O (water). Reaction conditions: time 1.5 hour. Product: CC1=C(N=C(O1)C1=CC=CC=C1)COC1=CC=C(CC=2OC(=C(N2)CCC(=O)O)C2=CC=CC=C2)C=C1 (3-[2-[4-(5-methyl-2-phenyl-4-oxazolylmethoxy)benzyl]-5-phenyl-4-oxazolyl]propionic acid). Isolated yield 84.6%. As a reaction SMILES: [CH3:1][C:2]1[O:6][C:5]([C:7]2[CH:12]=[CH:11][CH:10]=[CH:9][CH:8]=2)=[N:4][C:3]=1[CH2:13][O:14][C:15]1[CH:38]=[CH:37][C:18]([CH2:19][C:20]2[O:21][C:22]([C:31]3[CH:36]=[CH:35][CH:34]=[CH:33][CH:32]=3)=[C:23]([CH2:25][CH2:26][C:27]([O:29]C)=[O:28])[N:24]=2)=[CH:17][CH:16]=1.O.[OH-].[Li+].O1CCCC1.Cl>CO.O>[CH3:1][C:2]1[O:6][C:5]([C:7]2[CH:8]=[CH:9][CH:10]=[CH:11][CH:12]=2)=[N:4][C:3]=1[CH2:13][O:14][C:15]1[CH:38]=[CH:37][C:18]([CH2:19][C:20]2[O:21][C:22]([C:31]3[CH:32]=[CH:33][CH:34]=[CH:35][CH:36]=3)=[C:23]([CH2:25][CH2:26][C:27]([OH:29])=[O:28])[N:24]=2)=[CH:17][CH:16]=1 |f:1.2.3|. Procedure: A mixture of methyl 3-[2-[4-(5-methyl-2-phenyl-4-oxazolylmethoxy)benzyl]-5-phenyl-4-oxazolyl]propionate (192 mg), lithium hydroxide hydrate (47.6 mg), tetrahydrofuran (6 ml), water (4 ml) and methanol (4 ml) was stirred at room temperature for 1.5 hrs. 1N Hydrochloric acid (1.2 ml) was added to the reaction mixture and the mixture was extracted with ethyl acetate. The ethyl acetate layer was washed with saturated brine, dried (MgSO4) and concentrated to give 3-[2-[4-(5-methyl-2-phenyl-4-oxazolyl...